This data is from the Open Reaction Database (ORD), a public repository of structured organic reaction records. The task is: describe an organic reaction: reactants, conditions, products, and yield Reaction SMILES: [Br:13][CH2:14][c:15]1[cH:16][cH:17][cH:18][cH:19][cH:20]1.[OH:1][CH:2]([CH3:3])[c:4]1[o:5][c:6]([CH3:12])[cH:7][c:8](=[O:11])[c:9]1[OH:10]>>[OH:1][CH:2]([CH3:3])[c:4]1[o:5][c:6]([CH3:12])[cH:7][c:8](=[O:11])[c:9]1[O:10][CH2:14][c:15]1[cH:16][cH:17][cH:18][cH:19][cH:20]1. Product: Cc1cc(=O)c(OCc2ccccc2)c(C(C)O)o1. Starting materials: BrCc1ccccc1, Cc1cc(=O)c(O)c(C(C)O)o1. Starting materials: NCN1C(CCCCCCC1)=O (1-aminomethyloctahydro-2H-azonin-2-one), C(=O)(N1C=NC=C1)N1C=NC=C1 (1,1'-carbonyldiimidazole), NCN1C(CCC1)=O (1-aminomethyl-2-pyrrolidinone). Run in C(Cl)Cl (methylene chloride), C(Cl)Cl (methylene chloride), C(Cl)Cl (methylene chloride). Yields the product O=C1N(CCCCCCC1)CNC(=O)NCN1C(CCC1)=O (1-[(octahydro-2-oxo-1H-azonin-1-yl)methyl]-3-[(2-oxopyrrolidino)methyl]-urea). Isolated yield 36.8%. RXN SMILES: [C:1]([N:8]1[CH:12]=[CH:11][N:10]=[CH:9]1)([N:3]1[CH:7]=[CH:6][N:5]=[CH:4]1)=[O:2].NCN1CC[CH2:17][C:16]1=[O:20].NCN1CC[CH2:29][CH2:28][CH2:27][CH2:26][CH2:25][C:24]1=[O:32]>C(Cl)Cl>[O:32]=[C:24]1[CH2:25][CH2:26][CH2:27][CH2:28][CH2:29][CH2:12][CH2:11][N:10]1[CH2:9][NH:8][C:1]([NH:3][CH2:4][N:5]1[CH2:6][CH2:7][CH2:17][C:16]1=[O:20])=[O:2]. Procedure details: A solution of 8.1 g (0.05 mole) of 1,1'-carbonyldiimidazole in 20 ml of methylene chloride is added, with vigorous stirring, to a solution of 5.7 g (0.05 mole) of 1-aminomethyl-2-pyrrolidinone in 20 ml of methylene chloride cooled to -70° C., whereafter 8.5 g (0.05 mole) of 1-aminomethyloctahydro-2H-azonin-2-one in 20 ml of methylene chloride are also added. After the addition, the reaction mixture is heated under reflux for 2 hours. After evaporation of the solvent under reduced pressure, the r... Reactants: NC=1C(=NC(=CN1)Br)C1=CC(=C(C(=O)OC)C=C1)F (Methyl 4-(3-amino-6-bromopyrazin-2-yl)-2-fluorobenzoate), C(C1=CC=CC=C1)OCC1CC=C(CC1)B1OC(C(O1)(C)C)(C)C (2-(4-((benzyloxy)methyl)cyclohex-1-en-1-yl)-4,4,5,5-tetramethyl-1,3,2-dioxaborolane), C(=O)([O-])[O-].[Na+].[Na+] (Na2CO3). Solvent: COCCOC (DME). Reaction conditions: temperature 115 celsius. The product is NC=1C(=NC(=CN1)C1=CCC(CC1)COCC1=CC=CC=C1)C1=CC(=C(C(=O)OC)C=C1)F (Methyl 4-(3-amino-6-(4-((benzyloxy)methyl)cyclohex-1-en-1-yl)pyrazin-2-yl)-2-fluorobenzoate). Isolated yield 81.0%. As a reaction SMILES: [NH2:1][C:2]1[C:3]([C:9]2[CH:18]=[CH:17][C:12]([C:13]([O:15][CH3:16])=[O:14])=[C:11]([F:19])[CH:10]=2)=[N:4][C:5](Br)=[CH:6][N:7]=1.[CH2:20]([O:27][CH2:28][CH:29]1[CH2:34][CH2:33][C:32](B2OC(C)(C)C(C)(C)O2)=[CH:31][CH2:30]1)[C:21]1[CH:26]=[CH:25][CH:24]=[CH:23][CH:22]=1.C([O-])([O-])=O.[Na+].[Na+]>COCCOC>[NH2:1][C:2]1[C:3]([C:9]2[CH:18]=[CH:17][C:12]([C:13]([O:15][CH3:16])=[O:14])=[C:11]([F:19])[CH:10]=2)=[N:4][C:5]([C:32]2[CH2:33][CH2:34][CH:29]([CH2:28][O:27][CH2:20][C:21]3[CH:22]=[CH:23][CH:24]=[CH:25][CH:26]=3)[CH2:30][CH:31]=2)=[CH:6][N:7]=1 |f:2.3.4|. Reported procedure: Methyl 4-(3-amino-6-bromopyrazin-2-yl)-2-fluorobenzoate (343 mg, 1.051 mmol), 2-(4-((benzyloxy)methyl)cyclohex-1-en-1-yl)-4,4,5,5-tetramethyl-1,3,2-dioxaborolane (414 mg, 1.261 mmol) PdCl2(dppf)-CH2Cl2 adduct (86 mg, 0.105 mmol) were placed in a microwave vial and then DME (3.5 mL) was added. Then 2.0 M Na2CO3 (1261 μL, 2.52 mmol) was added and the mixture was degassed and purged with nitrogen and then heated at 115° C. for 30 min upon which the reaction was complete. The reaction mixture was di... The reactants are CC1=C(C=O)C=CC=C1 (2-methylbenzaldehyde), C(CC(=O)O)(=O)O (malonic acid), aldehyde. Conditions: temperature 90 celsius. Product: CC1=C(C=C(C(=O)O)C(=O)O)C=CC=C1 (2-Methylbenzylidenemalonic acid). As a reaction SMILES: [CH3:1][C:2]1[CH:9]=[CH:8][CH:7]=[CH:6][C:3]=1[CH:4]=O.[C:10]([OH:16])(=[O:15])[CH2:11][C:12]([OH:14])=[O:13]>>[CH3:1][C:2]1[CH:9]=[CH:8][CH:7]=[CH:6][C:3]=1[CH:4]=[C:11]([C:10]([OH:16])=[O:15])[C:12]([OH:14])=[O:13]. Procedure details: Combine 2-methylbenzaldehyde (39.6 g, 0.33 mol) and malonic acid (34.3 g, 0.33 mol). Heat at 90° C. for one hour, add 3.9 g of the aldehyde, and heat 6 hr. at 90°. Allow to cool, partition between diethyl ether and 1N NaOH, acidify the aqueous layer, filter off the solid, wash and dry to give the title compound as a beige solid, m.p. 197°-200°. The product is [N+](=O)([O-])C=1C(=C(C=C(C1)C1=CC(=CC=C1)C1=NC(=CC=C1)C(F)(F)F)O)O (5-nitro-3′-(6-(trifluoromethyl)pyridin-2-yl)biphenyl-3,4-diol). Reaction SMILES: C[O:2][C:3]1[CH:4]=[C:5]([C:13]2[CH:18]=[CH:17][CH:16]=[C:15]([C:19]3[CH:24]=[CH:23][CH:22]=[C:21]([C:25]([F:28])([F:27])[F:26])[N:20]=3)[CH:14]=2)[CH:6]=[C:7]([N+:10]([O-:12])=[O:11])[C:8]=1[OH:9].[Cl-].[Al+3].[Cl-].[Cl-].N1C=CC=CC=1.Cl>ClCCCl>[N+:10]([C:7]1[C:8]([OH:9])=[C:3]([OH:2])[CH:4]=[C:5]([C:13]2[CH:18]=[CH:17][CH:16]=[C:15]([C:19]3[CH:24]=[CH:23][CH:22]=[C:21]([C:25]([F:28])([F:26])[F:27])[N:20]=3)[CH:14]=2)[CH:6]=1)([O-:12])=[O:11] |f:1.2.3.4|. Conditions: temperature 80 celsius, time 2 hour. Solvent: ClCCCl (1,2-dichloroethane). Procedure details: To a stirred solution of 3-methoxy-5-nitro-3′-(6-(trifluoromethyl)pyridin-2-yl)biphenyl-4-ol (0.288 g, 0.738 mmol) in 1,2-dichloroethane (10 mL) cooled in an ice-water bath was added aluminium chloride (0.123 g, 0.922 mmol) in one portion followed by pyridine 0.233 g, 2.95 mmol) dropwise. The resulting red suspension was stirred at 80° C. for two hours, then cooled to room temperature and poured onto cold 2 N aqueous hydrochloric acid (100 mL). The precipitate was filtered off, washed with water... Starting materials: Cl (hydrochloric acid), COC=1C=C(C=C(C1O)[N+](=O)[O-])C1=CC(=CC=C1)C1=NC(=CC=C1)C(F)(F)F (3-methoxy-5-nitro-3′-(6-(trifluoromethyl)pyridin-2-yl)biphenyl-4-ol), N1=CC=CC=C1 (pyridine), [Cl-].[Al+3].[Cl-].[Cl-] (aluminium chloride).